From a dataset of the Open Reaction Database (ORD), a public repository of structured organic reaction records. describe an organic reaction: reactants, conditions, products, and yield Starting materials: CCBr, Cc1ccc(C)c(OCc2ccccc2Br)c1, C1CCOC1, Cc1cc(C(=O)Cl)on1, [Cl-], [Mg], [NH4+]. The product is Cc1ccc(C)c(OCc2ccccc2C(=O)c2cc(C)no2)c1. RXN SMILES: [Br:1][CH2:2][CH3:3].[Br:5][c:6]1[c:7]([CH2:12][O:13][c:14]2[c:15]([CH3:21])[cH:16][cH:17][c:18]([CH3:20])[cH:19]2)[cH:8][cH:9][cH:10][cH:11]1.[CH2:33]1[O:34][CH2:35][CH2:36][CH2:37]1.[CH3:22][c:23]1[n:24][o:25][c:26]([C:28](=[O:29])[Cl:30])[cH:27]1.[Cl-:31].[Mg:4].[NH4+:32]>>[c:6]1([C:28]([c:26]2[o:25][n:24][c:23]([CH3:22])[cH:27]2)=[O:29])[c:7]([CH2:12][O:13][c:14]2[c:15]([CH3:21])[cH:16][cH:17][c:18]([CH3:20])[cH:19]2)[cH:8][cH:9][cH:10][cH:11]1. The reactants are CO, O=Cc1ccccc1, [H][H], O=Cc1ccc(O)cc1. The product is OCc1ccc(O)cc1. RXN SMILES: [CH3:20][OH:21].[CH:12]([c:13]1[cH:14][cH:15][cH:16][cH:17][cH:18]1)=[O:19].[H:1][H:2].[OH:3][c:4]1[cH:5][cH:6][c:7]([CH:8]=[O:9])[cH:10][cH:11]1>>[OH:3][c:4]1[cH:5][cH:6][c:7]([CH2:8][OH:9])[cH:10][cH:11]1. Reactants: [H-], Nc1ncc(-c2ccccc2)nc1Br, [Na+], CN(C)C=O, Sc1nc2ccccc2s1. Yields the product Nc1ncc(-c2ccccc2)nc1Sc1nc2ccccc2s1. Reaction SMILES: [H-:11].[NH2:13][c:14]1[n:15][cH:16][c:17](-[c:21]2[cH:22][cH:23][cH:24][cH:25][cH:26]2)[n:18][c:19]1[Br:20].[Na+:12].[O:27]=[CH:28][N:29]([CH3:30])[CH3:31].[SH:1][c:2]1[s:3][c:4]2[c:5]([n:6]1)[cH:7][cH:8][cH:9][cH:10]2>>[S:1]([c:2]1[s:3][c:4]2[c:5]([n:6]1)[cH:7][cH:8][cH:9][cH:10]2)[c:19]1[c:14]([NH2:13])[n:15][cH:16][c:17](-[c:21]2[cH:22][cH:23][cH:24][cH:25][cH:26]2)[n:18]1. The reactants are CC1=CC=C(C=C1C1=CC(=CC=C1)[N+](=O)[O-])NC(C1=CC(=CC=C1)C(F)(F)F)=O (N-(6-methyl-3′-nitrobiphenyl-3-yl)-3-(trifluoromethyl)benzamide), C(C)O (ethanol). The reagents and catalysts are [Fe] (iron). Run in C(C)(=O)O (acetic acid). Yields the product NC=1C=C(C=CC1)C1=CC(=CC=C1C)NC(C1=CC(=CC=C1)C(F)(F)F)=O (N-(3′-Amino-6-methylbiphenyl-3-yl)-3-(trifluoromethyl)benzamide). Reaction SMILES: [CH3:1][C:2]1[C:7]([C:8]2[CH:13]=[CH:12][CH:11]=[C:10]([N+:14]([O-])=O)[CH:9]=2)=[CH:6][C:5]([NH:17][C:18](=[O:29])[C:19]2[CH:24]=[CH:23][CH:22]=[C:21]([C:25]([F:28])([F:27])[F:26])[CH:20]=2)=[CH:4][CH:3]=1.C(O)C>[Fe].C(O)(=O)C>[NH2:14][C:10]1[CH:9]=[C:8]([C:7]2[C:2]([CH3:1])=[CH:3][CH:4]=[C:5]([NH:17][C:18](=[O:29])[C:19]3[CH:24]=[CH:23][CH:22]=[C:21]([C:25]([F:26])([F:27])[F:28])[CH:20]=3)[CH:6]=2)[CH:13]=[CH:12][CH:11]=1. Reported procedure: To N-(6-methyl-3′-nitrobiphenyl-3-yl)-3-(trifluoromethyl)benzamide (1.00 g, 2.50 mmol) was added ethanol (18 mL) and acetic acid (1.7 mL) and iron (770 mg). The resulting mixture was heated to reflux until LCMS indicated complete reduction, typically 2-4 hours. The reaction was cooled to ambient temperature, and the unreacted iron was removed by filtration. The ethanolic filtrate was evaporated to dryness and EtOAc was added to the residue. The resulting rust-like particulates were removed by fi...